From a dataset of the Open Reaction Database (ORD), a public repository of structured organic reaction records. describe an organic reaction: reactants, conditions, products, and yield The reactants are CSC (dimethyl sulfide), O=[O+][O-] (ozone), C=C1CN(CN(C1)S(=O)(=O)C1=CC=C(C=C1)[N+](=O)[O-])S(=O)(=O)C1=CC=C(C=C1)[N+](=O)[O-] (hexahydro-5-(methylene)-1,3-bis(4-nitrobenzenesulfonyl)pyrimidine), C(=O)=O.CC(=O)C (dry ice acetone). Run in O=O (oxygen), CC(=O)C (acetone). Conditions: time 5 minute. Product: [N+](=O)([O-])C1=CC=C(C=C1)S(=O)(=O)N1CN(CC(C1)=O)S(=O)(=O)C1=CC=C(C=C1)[N+](=O)[O-] (tetrahydro-1,3-bis(4-nitrobenzenesulfonyl)pyrimidin-5(4H)-one). Yield: 83.0%. RXN SMILES: O=[O+][O-].C=[C:5]1[CH2:10][N:9]([S:11]([C:14]2[CH:19]=[CH:18][C:17]([N+:20]([O-:22])=[O:21])=[CH:16][CH:15]=2)(=[O:13])=[O:12])[CH2:8][N:7]([S:23]([C:26]2[CH:31]=[CH:30][C:29]([N+:32]([O-:34])=[O:33])=[CH:28][CH:27]=2)(=[O:25])=[O:24])[CH2:6]1.C(=O)=[O:36].CC(C)=O.CSC>O=O.CC(C)=O>[N+:20]([C:17]1[CH:18]=[CH:19][C:14]([S:11]([N:9]2[CH2:10][C:5](=[O:36])[CH2:6][N:7]([S:23]([C:26]3[CH:31]=[CH:30][C:29]([N+:32]([O-:34])=[O:33])=[CH:28][CH:27]=3)(=[O:25])=[O:24])[CH2:8]2)(=[O:13])=[O:12])=[CH:15][CH:16]=1)([O-:22])=[O:21] |f:2.3|. Reported procedure: A stream of ozone in oxygen was bubbled into a solution of hexahydro-5-(methylene)-1,3-bis(4-nitrobenzenesulfonyl)pyrimidine (0.6 g, 1.3 mmol) in 150 mL acetone at −78° C. (dry ice-acetone bath) until a blue color persisted for 5 minutes. The reaction was stirred for 15 minutes under a nitrogen atmosphere. Next, 2.0 mL of dimethyl sulfide was added. After stirring for 10 minutes, the solvent was removed and the solid dried under reduced pressure to give 0.5 g (83%) of tetrahydro-1,3-bis(4-nitrob... Starting materials: ClCC(=O)Cl (chloroacetyl chloride), CC1OC(OC1)CNC1=C(C=CC=C1)OC (N-(4-Methyl-1,3-dioxolan-2-ylmethyl)-2-methoxyaniline), C(C)OCC (diethyl ether), C([O-])([O-])=O.[Na+].[Na+] (sodium carbonate), O (water). Yields the product CC1OC(OC1)CNC(C(Cl)OC)=O (N-(4-methyl-1,3-dioxolan-2-ylmethyl)-2-methoxy-α-chloroacetamide). RXN SMILES: [CH3:1][CH:2]1[CH2:6][O:5][CH:4]([CH2:7][NH:8]C2C=CC=CC=2OC)O1.[CH2:17]([O:19][CH2:20]C)C.[C:22](=[O:25])([O-])[O-].[Na+].[Na+].[Cl:28]CC(Cl)=O.[OH2:33]>>[CH3:1][CH:2]1[CH2:6][O:5][CH:4]([CH2:7][NH:8][C:22](=[O:25])[CH:17]([O:19][CH3:20])[Cl:28])[O:33]1 |f:2.3.4|. Reported procedure: N-(4-Methyl-1,3-dioxolan-2-ylmethyl)-2-methoxyaniline (0.02 mole), diethyl ether (50 ml), sodium carbonate (4.66 grams) and water (30 ml) were charged into a glass reaction vessel equipped with stirrer, thermometer and cooling means. The mixture was cooled to a temperature of 0° to 5° C. and chloroacetyl chloride (0.22 moles) was slowly added with stirring. After the addition was completed, the mixture was stirred for a period of about 1 hour. After this time the organic phase was separated from... Reactants: CC(C)(C)OC(=O)NN, ClCCl, CCOC(C)=O, O=C(O)C(CCCCl)C1CCCCC1, O. Yields the product CC(C)(C)OC(=O)NNC(=O)C(CCCCl)C1CCCCC1. RXN SMILES: [C:15]([NH:16][NH2:17])(=[O:18])[O:19][C:20]([CH3:21])([CH3:22])[CH3:23].[CH2:31]([Cl:32])[Cl:33].[CH3:24][CH2:25][O:26][C:27](=[O:28])[CH3:29].[Cl:1][CH2:2][CH2:3][CH2:4][CH:5]([C:6](=[O:7])[OH:8])[CH:9]1[CH2:10][CH2:11][CH2:12][CH2:13][CH2:14]1.[OH2:30]>>[Cl:1][CH2:2][CH2:3][CH2:4][CH:5]([C:6](=[O:8])[NH:17][NH:16][C:15](=[O:18])[O:19][C:20]([CH3:21])([CH3:22])[CH3:23])[CH:9]1[CH2:10][CH2:11][CH2:12][CH2:13][CH2:14]1. Reactants: Brc1cc(Br)cc(Br)c1, C1CCOC1, ClCCl, [Mg], CN(C)C=O. Product: O=Cc1cc(Br)cc(Br)c1. As a reaction SMILES: [Br:1][c:2]1[cH:3][c:4]([Br:9])[cH:5][c:6]([Br:8])[cH:7]1.[CH2:16]1[O:17][CH2:18][CH2:19][CH2:20]1.[CH2:21]([Cl:22])[Cl:23].[Mg:10].[O:11]=[CH:12][N:13]([CH3:14])[CH3:15]>>[c:2]1([CH:12]=[O:11])[cH:3][c:4]([Br:9])[cH:5][c:6]([Br:8])[cH:7]1. The reactants are Cupric acetate, FC1=CC=C(C=C1)NC1=CC(NCC1)=O (4-[(4-fluorophenyl)amino]-5,6-dihydro-2(1H)-pyridinone). The reagents and catalysts are C(C)(=O)[O-].[Pd+2].C(C)(=O)[O-] (palladium (II) acetate). Run in CN(C)C=O (DMF). The product is FC1=CC=2C3=C(NC2C=C1)CCNC3=O (8-Fluoro-2,3,4,5-tetrahydro-1H-pyrido[4,3-b]indol-1-one). Isolated yield 56.6%. As a reaction SMILES: [F:1][C:2]1[CH:7]=[CH:6][C:5]([NH:8][C:9]2[CH2:14][CH2:13][NH:12][C:11](=[O:15])[CH:10]=2)=[CH:4][CH:3]=1>CN(C=O)C.C([O-])(=O)C.[Pd+2].C([O-])(=O)C>[F:1][C:2]1[CH:7]=[CH:6][C:5]2[NH:8][C:9]3[CH2:14][CH2:13][NH:12][C:11](=[O:15])[C:10]=3[C:4]=2[CH:3]=1 |f:2.3.4|. Procedure: Cupric acetate (2.9 g) was added to a stirred solution of 4-[(4-fluorophenyl)amino]-5,6-dihydro-2(1H)-pyridinone (1.5 g) and palladium (II) acetate (200 mg) in dry DMF (40 ml). The mixture was heated at 130° for 1 h, evaporated in vacuo and the residue was extracted with methanol (250 ml). This solution was concentrated in vacuo and the residue was purified by FCC eluting with System A (100:8:1) to give the title compound (840 mg), m.p. 242°-245°.